Dataset: the Open Reaction Database (ORD), a public repository of structured organic reaction records. Task: describe an organic reaction: reactants, conditions, products, and yield Starting materials: CC(=O)OC(C)=O, CC(c1cccc2ccccc12)N(CC1CNCC1c1ccccc1)C(=O)OC(C)(C)C, c1ccncc1. Yields the product CC(=O)N1CC(CN(C(=O)OC(C)(C)C)C(C)c2cccc3ccccc23)C(c2ccccc2)C1. As a reaction SMILES: [CH3:39][C:40](=[O:41])[O:42][C:43](=[O:44])[CH3:45].[c:1]1([CH:11]([CH3:12])[N:13]([C:14]([O:15][C:16]([CH3:17])([CH3:18])[CH3:19])=[O:20])[CH2:21][CH:22]2[CH2:23][NH:24][CH2:25][CH:26]2[c:27]2[cH:28][cH:29][cH:30][cH:31][cH:32]2)[cH:2][cH:3][cH:4][c:5]2[cH:6][cH:7][cH:8][cH:9][c:10]12.[cH:33]1[cH:34][cH:35][n:36][cH:37][cH:38]1>>[c:1]1([CH:11]([CH3:12])[N:13]([C:14]([O:15][C:16]([CH3:17])([CH3:18])[CH3:19])=[O:20])[CH2:21][CH:22]2[CH2:23][N:24]([C:40]([CH3:39])=[O:41])[CH2:25][CH:26]2[c:27]2[cH:28][cH:29][cH:30][cH:31][cH:32]2)[cH:2][cH:3][cH:4][c:5]2[cH:6][cH:7][cH:8][cH:9][c:10]12. Starting materials: COC(C(C(C(C1=CC(=CC=C1)C(F)(F)F)=O)C)=O)=O (3-methyl-2,4-dioxo-4-(3-trifluoromethyl-phenyl)-butyric acid methyl ester), CNN (methylhydrazine). The product is COC(=O)C1=NN(C(=C1C)C1=CC(=CC=C1)C(F)(F)F)C (1,4-Dimethyl-5-(3-trifluoromethyl-phenyl)-1H-pyrazole-3-carboxylic acid methyl ester). As a reaction SMILES: [CH3:1][O:2][C:3](=[O:20])[C:4](=O)[CH:5]([CH3:18])[C:6](=O)[C:7]1[CH:12]=[CH:11][CH:10]=[C:9]([C:13]([F:16])([F:15])[F:14])[CH:8]=1.[CH3:21][NH:22][NH2:23]>>[CH3:1][O:2][C:3]([C:4]1[C:5]([CH3:18])=[C:6]([C:7]2[CH:12]=[CH:11][CH:10]=[C:9]([C:13]([F:16])([F:15])[F:14])[CH:8]=2)[N:22]([CH3:21])[N:23]=1)=[O:20]. Procedure details: A solution of 500 mg (2.47 mmol) of trifluoromethylpropiophenone and 0.335 mL (2.47 mmol) of diethyloxalate in 10 mL of MeOH was treated with 133 mg (2.47 mmol) of sodium methylate and stirred at room temperature for 3 hrs. The reaction was quenched by the addition of 10% aqueous KHSO4 and extracted with EtOAc (3×). The organic phases were washed with 10% aqueous KHSO4 and brine, dried over magnesium sulfate and evaporated to give crude 3-methyl-2,4-dioxo-4-(3-trifluoromethyl-phenyl)-butyric aci... Reactants: C(C(=O)O)(=O)O (oxalic acid), C(N)(=O)OCC=1N(C(=C(N1)SC1=CC=CC=C1)C(C)C)C (2-Carbamoyloxymethyl-5-isopropyl-1-methyl-4-phenylthio-1H-imidazole), N (ammonia), COC1=CC=C(COCC=O)C=C1 (p-methoxybenzyloxyacetaldehyde). The solvent is C(C)(=O)OCC (ethyl acetate), C(C)#N (acetonitrile). Run at time 4 day. Yields the product C(C)(C)C=1N=C(NC1)COCC1=CC=C(C=C1)OC (4-isopropyl-2-(p-methoxybenzyloxymethyl)-1H-imidazole). Yield: 65.5%. Reaction SMILES: [CH3:1][O:2][C:3]1[CH:13]=[CH:12][C:6]([CH2:7][O:8][CH2:9][CH:10]=O)=[CH:5][CH:4]=1.C(OCC1[N:20](C)[C:21]([CH:31]([CH3:33])[CH3:32])=[C:22](SC2C=CC=CC=2)[N:23]=1)(=O)N.N.C(O)(=O)C(O)=O>C(#N)C.C(OCC)(=O)C>[CH:31]([C:21]1[N:20]=[C:10]([CH2:9][O:8][CH2:7][C:6]2[CH:5]=[CH:4][C:3]([O:2][CH3:1])=[CH:13][CH:12]=2)[NH:23][CH:22]=1)([CH3:33])[CH3:32]. Procedure: In 970 ml of acetonitrile was dissolved 175 g (0.968 mol) of p-methoxybenzyloxyacetaldehyde (2d), followed by addition of 150 g (0.968 mol) of 2,2-dichloro-3-methylbutyraldehyde (1). Then, 1300 ml of 28% aqueous ammonia was further added dropwise under ice-cooling. After completion of dropwise addition, the mixture was allowed to stand at room temperature for 4 days. This reaction mixture was concentrated under reduced pressure and extracted with methylene chloride. The organic layer was washed ...